This data is from the Open Reaction Database (ORD), a public repository of structured organic reaction records. The task is: describe an organic reaction: reactants, conditions, products, and yield Reactants: [BH4-], CO, CO, ClCCl, CC(CCNC(=O)OCc1ccccc1)Nc1c([N+](=O)[O-])cnc2ccccc12, [Na+], Cl[Ni]Cl, O, O, O, O, O, O. The product is CC(CCNC(=O)OCc1ccccc1)Nc1c(N)cnc2ccccc12. RXN SMILES: [BH4-:1].[CH3:32][OH:33].[CH3:37][OH:38].[Cl:34][CH2:35][Cl:36].[N+:3]([O-:4])(=[O:5])[c:6]1[cH:7][n:8][c:9]2[cH:10][cH:11][cH:12][cH:13][c:14]2[c:15]1[NH:16][CH:17]([CH2:18][CH2:19][NH:20][C:21]([O:22][CH2:23][c:24]1[cH:25][cH:26][cH:27][cH:28][cH:29]1)=[O:30])[CH3:31].[Na+:2].[Ni:45]([Cl:46])[Cl:47].[OH2:39].[OH2:40].[OH2:41].[OH2:42].[OH2:43].[OH2:44]>>[NH2:3][c:6]1[cH:7][n:8][c:9]2[cH:10][cH:11][cH:12][cH:13][c:14]2[c:15]1[NH:16][CH:17]([CH2:18][CH2:19][NH:20][C:21]([O:22][CH2:23][c:24]1[cH:25][cH:26][cH:27][cH:28][cH:29]1)=[O:30])[CH3:31]. The reactants are Cl.COC(=O)CCNC(C1=CC(=C(C=C1)NCCCN1CCSCC1)N)=O (3-amino-4-(3-thiomorpholino-propylamino)-benzoic acid-[N-(2-methoxycarbonyl-ethyl)-amide]-hydrochloride), Cl (hydrochloric acid). Run in C(Cl)Cl.CO (methylene chloride Methanol). Product: Cl.COC(=O)CCNC(C1=CC(=C(C=C1)NCCCC(=O)OC)N)=O (3-amino-4-(3-methoxycarbonyl-propylamino)-benzoic acid-[N-(2-methoxycarbonyl-ethyl)-amide]-hydrochloride). Reaction SMILES: [ClH:1].[CH3:2][O:3][C:4]([CH2:6][CH2:7][NH:8][C:9](=[O:27])[C:10]1[CH:15]=[CH:14][C:13]([NH:16][CH2:17][CH2:18][CH2:19]N2CCSCC2)=[C:12]([NH2:26])[CH:11]=1)=[O:5].Cl>C(Cl)Cl.CO>[ClH:1].[CH3:2][O:3][C:4]([CH2:6][CH2:7][NH:8][C:9](=[O:27])[C:10]1[CH:15]=[CH:14][C:13]([NH:16][CH2:17][CH2:18][CH2:19][C:4]([O:3][CH3:2])=[O:5])=[C:12]([NH2:26])[CH:11]=1)=[O:5] |f:0.1,3.4,5.6|. Procedure details: The same procedure is used as in (2) with the addition of ethereal hydrochloric acid. Rf value: 0.65 (silica gel; methylene chloride/Methanol=9:1) The reactants are Compound 102, NC1=CC=C2C(=CC(NC2=C1C)(C)C)C (7-amino-1,2-dihydro-2,2,4,8-tetramethylquinoline), FC(C(CC(=O)OCC)=O)(F)F (ethyl 4,4,4-trifluoroacetoacetate). Yields the product N1C(C=CC2=CC=CC=C12)=O (2-quinolone). Yield: 105.4%. As a reaction SMILES: N[C:2]1[C:11](C)=[C:10]2[C:5]([C:6](C)=[CH:7][C:8](C)(C)[NH:9]2)=[CH:4][CH:3]=1.FC(F)(F)C(=O)CC(OCC)=[O:21]>>[NH:9]1[C:10]2[C:5](=[CH:4][CH:3]=[CH:2][CH:11]=2)[CH:6]=[CH:7][C:8]1=[O:21]. Procedure details: This compound was prepared in a manner similar to that described for Compound 102 (EXAMPLE 2) with 7-amino-1,2-dihydro-2,2,4,8-tetramethylquinoline (100 mg, 0.49 mmol) and ethyl 4,4,4-trifluoroacetoacetate (107 mL, 0.73 mmol, 1.5 equiv), affording 75 mg (47%) of the desired 2-quinolone as a fluorescent-yellow solid. Data for 1,2-dihydro-2,2,4,10-tetramethyl-6-trifluoromethyl-8-pyridono[5,6-f]quinoline: 1H NMR (400 MHz, CDCl3) 9.23 (br s, 1H, CONH), 7.37 (s, 1H, 5-H), 6.67 (s, 1H, 7-H), 5.45 (s, ... Starting materials: CC(C)CN1C=NC2=C1C=3C=CC=CC3N=C2N (imiquimod), C[C@H](CCCCN1C(=O)C2=C(N=CN2C)N(C1=O)C)O (lisofylline), CC1=C2C(=C(C(=C1OC)C/C=C(\C)/CCC(=O)OCCN3CCOCC3)O)C(=O)OC2 (mycophenolate mofetil). The reagents and catalysts are CC(=O)O.C1=C(NC=N1)C[C@@H](C(=O)N[C@@H](CCCCN)C(=O)O)NC(=O)CN.[Cu+2] (prezatide copper acetate). The product is CC(CN(C)C)O.CC(=O)NC1=CC=C(C=C1)C(=O)O (dimepranol acedoben). As a reaction SMILES: [CH3:1][CH:2]([CH2:4][N:5]1[C:9]2C3C=CC=CC=3N=C(N)C=2N=[CH:6]1)C.C[C@@H](O)CCCC[N:25]1C(=O)N(C)C2N=CN(C)[C:28]=2[C:26]1=[O:27].C[C:40]1[C:45](OC)=[C:44](C/C=C(/CCC(OCCN2CCOCC2)=O)\C)[C:43](O)=[C:42]2[C:66]([O:68]C[C:41]=12)=[O:67]>CC(O)=O.C1N=CNC=1C[C@H](NC(CN)=O)C(N[C@H](C(O)=O)CCCCN)=O.[Cu+2]>[CH3:1][CH:2]([OH:27])[CH2:4][N:5]([CH3:9])[CH3:6].[CH3:28][C:26]([NH:25][C:45]1[CH:40]=[CH:41][C:42]([C:66]([OH:68])=[O:67])=[CH:43][CH:44]=1)=[O:27] |f:3.4.5,6.7|. Reported procedure: imiquimod; interferon beta-lb; lisofylline; mycophenolate mofetil; prezatide copper acetate.